From a dataset of the Open Reaction Database (ORD), a public repository of structured organic reaction records. describe an organic reaction: reactants, conditions, products, and yield Reactants: N1=CC=C(C=C1)C=CC(=O)OC (Methyl 3-(4-pyridinyl)propenoate). Reagents/catalysts: [Pd] (palladium on carbon). Solvent: CO (methanol). Yields the product N1=CC=C(C=C1)CCC(=O)OC (methyl 4-pyridinepropanoate). Reaction SMILES: [N:1]1[CH:6]=[CH:5][C:4]([CH:7]=[CH:8][C:9]([O:11][CH3:12])=[O:10])=[CH:3][CH:2]=1>[Pd].CO>[N:1]1[CH:6]=[CH:5][C:4]([CH2:7][CH2:8][C:9]([O:11][CH3:12])=[O:10])=[CH:3][CH:2]=1. Procedure: Methyl 3-(4-pyridinyl)propenoate (7.00 grams) and 10% palladium on carbon (1.00 gram) were vigorously stirred in methanol (70 mL) at room temperature under a hydrogen atmosphere for 5 hours. The catalyst was removed by filtration through a filter aide, and the filtrate was evaporated in vacuo. The crude product was purified by distillation in a kugelrohr apparatus. Yield: 5.14 grams (73%). Bp: 125° C. (oven temperature) at 0.6 mm Hg. Starting materials: CI, CCOC(C)=O, CC(C)=O, CC(C)(C)[Si](Oc1cccc(C(O)CCc2ccc(Cl)cc2C(=O)O)c1)(c1ccccc1)c1ccccc1, [K+], [K+], O=C([O-])[O-]. Product: COC(=O)c1cc(Cl)ccc1CCC(O)c1cccc(O[Si](c2ccccc2)(c2ccccc2)C(C)(C)C)c1. Reaction SMILES: [CH3:45][I:46].[CH3:47][CH2:48][O:49][C:50]([CH3:51])=[O:52].[CH3:53][C:54](=[O:55])[CH3:56].[Cl:1][c:2]1[cH:3][cH:4][c:5]([CH2:11][CH2:12][CH:13]([c:14]2[cH:15][c:16]([O:20][Si:21]([c:22]3[cH:23][cH:24][cH:25][cH:26][cH:27]3)([c:28]3[cH:29][cH:30][cH:31][cH:32][cH:33]3)[C:34]([CH3:35])([CH3:36])[CH3:37])[cH:17][cH:18][cH:19]2)[OH:38])[c:6]([C:7](=[O:8])[OH:9])[cH:10]1.[K+:39].[K+:40].[O-:41][C:42]([O-:43])=[O:44]>>[Cl:1][c:2]1[cH:3][cH:4][c:5]([CH2:11][CH2:12][CH:13]([c:14]2[cH:15][c:16]([O:20][Si:21]([c:22]3[cH:23][cH:24][cH:25][cH:26][cH:27]3)([c:28]3[cH:29][cH:30][cH:31][cH:32][cH:33]3)[C:34]([CH3:35])([CH3:36])[CH3:37])[cH:17][cH:18][cH:19]2)[OH:38])[c:6]([C:7](=[O:8])[O:9][CH3:42])[cH:10]1.